Dataset: the Open Reaction Database (ORD), a public repository of structured organic reaction records. Task: describe an organic reaction: reactants, conditions, products, and yield The reactants are CCN(CC)CC#CC(=O)O, CN1CCOCC1, CC(C)COC(=O)Cl, N#Cc1cnc2ccc(N)cc2c1Nc1cccc(Br)c1, c1ccncc1. Yields the product CCN(CC)CC#CC(=O)Nc1ccc2ncc(C#N)c(Nc3cccc(Br)c3)c2c1. RXN SMILES: [CH2:9]([CH3:10])[N:11]([CH2:12][C:13]#[C:14][C:15](=[O:16])[OH:17])[CH2:18][CH3:19].[CH3:20][N:21]1[CH2:22][CH2:23][O:24][CH2:25][CH2:26]1.[Cl:1][C:2]([O:3][CH2:4][CH:5]([CH3:6])[CH3:7])=[O:8].[NH2:27][c:28]1[cH:29][c:30]2[c:31]([NH:40][c:41]3[cH:42][c:43]([Br:47])[cH:44][cH:45][cH:46]3)[c:32]([C:38]#[N:39])[cH:33][n:34][c:35]2[cH:36][cH:37]1.[cH:48]1[cH:49][cH:50][n:51][cH:52][cH:53]1>>[CH2:9]([CH3:10])[N:11]([CH2:12][C:13]#[C:14][C:15](=[O:17])[NH:27][c:28]1[cH:29][c:30]2[c:31]([NH:40][c:41]3[cH:42][c:43]([Br:47])[cH:44][cH:45][cH:46]3)[c:32]([C:38]#[N:39])[cH:33][n:34][c:35]2[cH:36][cH:37]1)[CH2:18][CH3:19]. Starting materials: C(C(=O)Cl)(=O)Cl (Oxalyl chloride), COC1=C(C(=O)O)C=CC(=C1)C#N (2-Methoxy-4-cyanobenzoic acid), CN(C)C=O (DMF). Solvent: C(Cl)Cl (CH2Cl2). Run at time 1 hour. The product is COC1=C(C(=O)Cl)C=CC(=C1)C#N (2-Methoxy-4-cyanobenzoyl chloride). The yield is 100.0%. Reaction SMILES: [CH3:1][O:2][C:3]1[CH:11]=[C:10]([C:12]#[N:13])[CH:9]=[CH:8][C:4]=1[C:5](O)=[O:6].C(Cl)(=O)C([Cl:17])=O.CN(C=O)C>C(Cl)Cl>[CH3:1][O:2][C:3]1[CH:11]=[C:10]([C:12]#[N:13])[CH:9]=[CH:8][C:4]=1[C:5]([Cl:17])=[O:6]. Procedure details: 2-Methoxy-4-cyanobenzoic acid (Tetrahedron Letters, 1986, 27(49), 5997-6000) (1 g, 5.6 mmol) was dissolved in CH2Cl2 (20 ml). Oxalyl chloride (1.5 ml, 8.2 mmol) was rapidly introduced into the solution and a drop of DMF was added. A vigorous reaction took place with the abundant evolution of gaseous products. The solution was stirred for 1 h then allowed to stand over night. Solvent was removed using a rotary evaporator to leave 1.1 g of an off white solid (5.6 mmol, yield 99%) that was used wit... Reactants: CC(=O)C1=CC(=CC=C1)[N+](=O)[O-] (3-Nitroacetophenone), N (ammonia), [BH4-].[Na+] (sodium borohydride), Br (bromohydride). The product is NCC(C1=CC(=CC=C1)[N+](=O)[O-])O (rac.-α-(aminomethyl)-3-nitrobenzyl alcohol). As a reaction SMILES: [CH3:1][C:2]([C:4]1[CH:9]=[CH:8][CH:7]=[C:6]([N+:10]([O-:12])=[O:11])[CH:5]=1)=[O:3].[BH4-].[Na+].Br.[NH3:16]>>[NH2:16][CH2:1][CH:2]([OH:3])[C:4]1[CH:9]=[CH:8][CH:7]=[C:6]([N+:10]([O-:12])=[O:11])[CH:5]=1 |f:1.2|. Procedure: 3-Nitroacetophenone is brominated in the α-position, the bromination product is reduced by means of sodium borohydride to the corresponding bromohydride and this is treated with ammonia. There is obtained rac.-α-(aminomethyl)-3-nitrobenzyl alcohol which melts at 107°-108° (softening from 105°) after crystallization from ethyl acetate-ether. The reactants are BrC=1C=CC(=C(C1)[C@@](CO)(C)NC(CCl)=O)F (N—[(R)-1-(5-bromo-2-fluoro-phenyl)-2-hydroxy-1-methyl-ethyl]-2-chloro-acetamide), COC=1C=CC(=CC1)P2(=S)SP(=S)(S2)C=3C=CC(=CC3)OC (Lawesson's reagent). Solvent: O1CCCC1 (tetrahydrofuran), C(C)(=O)OCC (ethyl acetate). Reaction conditions: temperature 70 celsius, time 8 hour. Product: BrC=1C=CC(=C(C1)[C@@]1(COCC(N1)=S)C)F ((R)-5-(5-bromo-2-fluoro-phenyl)-5-methyl-morpholine-3-thione). Reaction SMILES: [Br:1][C:2]1[CH:3]=[CH:4][C:5]([F:17])=[C:6]([C@:8]([NH:12][C:13](=O)[CH2:14]Cl)([CH3:11])[CH2:9][OH:10])[CH:7]=1.COC1C=CC(P2(SP(C3C=CC(OC)=CC=3)(=S)S2)=[S:27])=CC=1>O1CCCC1.C(OCC)(=O)C>[Br:1][C:2]1[CH:3]=[CH:4][C:5]([F:17])=[C:6]([C@@:8]2([CH3:11])[NH:12][C:13](=[S:27])[CH2:14][O:10][CH2:9]2)[CH:7]=1. Procedure: A pressure tube was charged with a solution of N—[(R)-1-(5-bromo-2-fluoro-phenyl)-2-hydroxy-1-methyl-ethyl]-2-chloro-acetamide (2.00 g, 6.9 mmol) in tetrahydrofuran (50 ml). The colorless solution was treated with Lawesson's reagent (2.81 g, 6.9 mmol) to give a yellow suspension. The tube was sealed and the mixture stirred at 70° C. overnight. For the workup, the reaction mixture was diluted with ethyl acetate (300 ml) and extracted with a saturated solution of sodium hydrogen carbonate (75 ml).... The reactants are CC(C)(C)[Si](C)(C)Cl, CN(C)C=O, NC(=O)C1CC(F)CN1C(=O)CO, c1c[nH]cn1. The product is CC(C)(C)[Si](C)(C)OCC(=O)N1CC(F)CC1C(N)=O. RXN SMILES: [C:19]([CH3:20])([CH3:21])([CH3:22])[Si:23]([CH3:24])([CH3:25])[Cl:26].[CH3:27][N:28]([CH3:29])[CH:30]=[O:31].[F:1][CH:2]1[CH2:3][CH:4]([C:11](=[O:12])[NH2:13])[N:5]([C:7]([CH2:8][OH:9])=[O:10])[CH2:6]1.[nH:14]1[cH:15][cH:16][n:17][cH:18]1>>[F:1][CH:2]1[CH2:3][CH:4]([C:11](=[O:12])[NH2:13])[N:5]([C:7]([CH2:8][O:9][Si:23]([C:19]([CH3:20])([CH3:21])[CH3:22])([CH3:24])[CH3:25])=[O:10])[CH2:6]1. Reactants: ClC1=CC=C(C=2C(C3=C(C=CC(=C3C(C12)=O)Cl)Cl)=O)Cl (1,4,5,8-tetrachloroanthraquinone), NC1=CC=C(C=C1)C (p-toluidine). Product: CC1=CC=C(C=C1)NC1=CC=C(C=2C(C3=C(C=CC(=C3C(C12)=O)NC1=CC=C(C=C1)C)NC1=CC=C(C=C1)C)=O)NC1=CC=C(C=C1)C (1,4,5,8-tetra(4'-methylphenylamino)anthraquinone). Reaction SMILES: Cl[C:2]1[C:15]2[C:14](=[O:16])[C:13]3[C:8](=[C:9](Cl)[CH:10]=[CH:11][C:12]=3Cl)[C:7](=[O:19])[C:6]=2[C:5](Cl)=[CH:4][CH:3]=1.[NH2:21][C:22]1[CH:27]=[CH:26][C:25]([CH3:28])=[CH:24][CH:23]=1>>[CH3:28][C:25]1[CH:26]=[CH:27][C:22]([NH:21][C:2]2[C:15]3[C:14](=[O:16])[C:13]4[C:8](=[C:9]([NH:21][C:22]5[CH:27]=[CH:26][C:25]([CH3:28])=[CH:24][CH:23]=5)[CH:10]=[CH:11][C:12]=4[NH:21][C:22]4[CH:27]=[CH:26][C:25]([CH3:28])=[CH:24][CH:23]=4)[C:7](=[O:19])[C:6]=3[C:5]([NH:21][C:22]3[CH:27]=[CH:26][C:25]([CH3:28])=[CH:24][CH:23]=3)=[CH:4][CH:3]=2)=[CH:23][CH:24]=1. Reported procedure: A mixture of 1,4,5,8-tetrachloroanthraquinone (34.6 parts) and p-toluidine (214 parts) was allowed to react at 190° C. for 15 hours. Thereafter, the reaction mixture was cooled, and the precipitate was collected on a suction filter, washed four times with methanol (500 parts) and then twice with hot water (500 parts), and dried to obtain 1,4,5,8-tetra(4'-methylphenylamino)anthraquinone (48.7 parts) as a black solid. The product was recrystallized from toluene to obtain a dark green crystal. The ... The reactants are CC(=O)O[BH-](OC(C)=O)OC(C)=O, CC(=O)O, CO, CCC(CNC)N1C(=O)C(C)(CC(=O)O)CC(c2cccc(Cl)c2)C1c1ccc(Cl)cc1, [NH4+], [Na+], O=C1COC1. The product is CCC(CN(C)C1COC1)N1C(=O)C(C)(CC(=O)O)CC(c2cccc(Cl)c2)C1c1ccc(Cl)cc1. RXN SMILES: [C:39]([O:40][BH-:41]([O:42][C:43](=[O:44])[CH3:45])[O:46][C:47](=[O:48])[CH3:49])(=[O:50])[CH3:51].[C:53]([OH:54])(=[O:55])[CH3:56].[CH3:57][OH:58].[Cl:7][c:8]1[cH:9][c:10]([CH:14]2[CH2:15][C:16]([CH3:34])([CH2:35][C:36](=[O:37])[OH:38])[C:17](=[O:33])[N:18]([CH:27]([CH2:28][NH:29][CH3:30])[CH2:31][CH3:32])[CH:19]2[c:20]2[cH:21][cH:22][c:23]([Cl:26])[cH:24][cH:25]2)[cH:11][cH:12][cH:13]1.[NH4+:6].[Na+:52].[O:1]1[CH2:2][C:3](=[O:5])[CH2:4]1>>[O:1]1[CH2:2][CH:3]([N:29]([CH2:28][CH:27]([N:18]2[C:17](=[O:33])[C:16]([CH3:34])([CH2:35][C:36](=[O:37])[OH:38])[CH2:15][CH:14]([c:10]3[cH:9][c:8]([Cl:7])[cH:13][cH:12][cH:11]3)[CH:19]2[c:20]2[cH:21][cH:22][c:23]([Cl:26])[cH:24][cH:25]2)[CH2:31][CH3:32])[CH3:30])[CH2:4]1. The solvent is O1CCCC1 (tetrahydrofuran), N1=CC=CC=C1 (pyridine), O1CCCC1 (tetrahydrofuran). Isolated yield 43.8%. Run at temperature 25 celsius, time 2 hour. Product: ClC=1C=C(ON(C(N(C)C(C)C)=O)C(=O)OC)C=C(C1)Cl (3-(3,5-dichlorophenoxy)-1-isopropyl-3-methoxycarbonyl-1-methylurea). As a reaction SMILES: [Cl:1][C:2]1[CH:3]=[C:4]([CH:14]=[C:15]([Cl:17])[CH:16]=1)[O:5][NH:6][C:7](=[O:13])[N:8]([CH:10]([CH3:12])[CH3:11])[CH3:9].Cl[C:19]([O:21][CH3:22])=[O:20].O>O1CCCC1.N1C=CC=CC=1>[Cl:1][C:2]1[CH:3]=[C:4]([CH:14]=[C:15]([Cl:17])[CH:16]=1)[O:5][N:6]([C:19]([O:21][CH3:22])=[O:20])[C:7](=[O:13])[N:8]([CH:10]([CH3:12])[CH3:11])[CH3:9]. Reported procedure: In a mixed solvent of 20 ml of tetrahydrofuran and 1.9 ml of pyridine was dissolved 2.15 g (7.76 mmoles) of 3-(3,5-dichlorophenoxy)-1-isopropyl-1-methylurea, and then 10 ml of a tetrahydrofuran solution of 1.47 g (15.5 mmoles) of methyl chloroformate was added. The mixture was stirred at 25° C. for 2 hours. Water (100 ml) was added to the reaction mixture, and the mixture was extracted with ethyl acetate. The extract was washed with a saturated aqueous sodium chloride solution, and dried over an... The reactants are ClC=1C=C(ONC(N(C)C(C)C)=O)C=C(C1)Cl (3-(3,5-dichlorophenoxy)-1-isopropyl-1-methylurea), O (Water), ClC(=O)OC (methyl chloroformate). Starting materials: CC1=CC=C(C=C1)S(=O)(=O)OC1CCC2(CC(=NO2)C=2C(=C3C(=NC2)N(N=C3C)CC)NC3CCCCC3)CC1 (3-[4-(cyclohexylamino)-1-ethyl-3-methyl-1H-pyrazolo[3,4-b]pyridin-5-yl]-1-oxa-2-azaspiro[4.5]dec-2-en-8-yl 4-methylbenzenesulfonate), [N-]=[N+]=[N-].[Na+] (Sodium azide), O (water). The solvent is CN(C=O)C (dimethylformamide). Run at temperature 65 celsius, time 8 hour. Yields the product N(=[N+]=[N-])C1CCC2(CC(=NO2)C2=C(C3=C(N=C2)N(N=C3)CC)NC3CCCCC3)CC1 (5-(8-azido-1-oxa-2-azaspiro[4.5]dec-2-en-3-yl)-N-cyclohexyl-1-ethyl-1H-pyrazolo[3,4-b]pyridin-4-amine). As a reaction SMILES: CC1C=CC(S(O[CH:12]2[CH2:40][CH2:39][C:15]3([O:19][N:18]=[C:17]([C:20]4[C:21]([NH:32][CH:33]5[CH2:38][CH2:37][CH2:36][CH2:35][CH2:34]5)=[C:22]5[C:28](C)=[N:27][N:26]([CH2:30][CH3:31])[C:23]5=[N:24][CH:25]=4)[CH2:16]3)[CH2:14][CH2:13]2)(=O)=O)=CC=1.[N-:41]=[N+:42]=[N-:43].[Na+].O>CN(C)C=O>[N:41]([CH:12]1[CH2:40][CH2:39][C:15]2([O:19][N:18]=[C:17]([C:20]3[CH:25]=[N:24][C:23]4[N:26]([CH2:30][CH3:31])[N:27]=[CH:28][C:22]=4[C:21]=3[NH:32][CH:33]3[CH2:38][CH2:37][CH2:36][CH2:35][CH2:34]3)[CH2:16]2)[CH2:14][CH2:13]1)=[N+:42]=[N-:43] |f:1.2|. Procedure: 3-[4-(Cyclohexylamino)-1-ethyl-1H-pyrazolo[3,4-b]pyridin-5-yl]-1-oxa-2-azaspiro[4.5]dec-2-en-8-yl 4-methylbenzenesulfonate (0.00090 mole) (example 39) is taken in dimethylformamide. Sodium azide (0.0027 mole) is added. The reaction mixture is stirred at 60-70° C. overnight. It is cooled and water is added and extraction is done with ethyl acetate. The organic layer is washed with brine, dried and concentrated under reduced pressure to give crude compound, which is purified by column chromatograp...